Dataset: the Open Reaction Database (ORD), a public repository of structured organic reaction records. Task: describe an organic reaction: reactants, conditions, products, and yield Reactants: COC(=O)Cl, ClCCl, Nc1ccc(CCO)cc1, O, c1ccncc1. Product: COC(=O)Nc1ccc(CCO)cc1. As a reaction SMILES: [CH3:1][O:2][C:3](=[O:4])[Cl:5].[Cl:23][CH2:24][Cl:25].[NH2:6][c:7]1[cH:8][cH:9][c:10]([CH2:11][CH2:12][OH:13])[cH:14][cH:15]1.[OH2:22].[cH:16]1[cH:17][cH:18][n:19][cH:20][cH:21]1>>[CH3:1][O:2][C:3](=[O:4])[NH:6][c:7]1[cH:8][cH:9][c:10]([CH2:11][CH2:12][OH:13])[cH:14][cH:15]1. Starting materials: C(CCC)OC1=CC=C(C=NC2=CC=CC=C2)C=C1 (N-(4-butoxybenzylidene)aniline), CS(=O)(=O)CS(=O)(=O)C (di(methylsulfonyl) methane), C(C)(=O)OC(C)=O (acetic anhydride). Solvent: CC=1C=CC(=CC1)C (p-xylene). Reaction conditions: temperature 120 celsius. The product is C(CCC)OC1=CC=C(C=C(S(=O)(=O)C)S(=O)(=O)C)C=C1 (4-Butoxy-β,β-di(methylsulfonyl)styrene). The yield is 54.1%. RXN SMILES: [CH2:1]([O:5][C:6]1[CH:19]=[CH:18][C:9]([CH:10]=NC2C=CC=CC=2)=[CH:8][CH:7]=1)[CH2:2][CH2:3][CH3:4].[CH3:20][S:21]([CH2:24][S:25]([CH3:28])(=[O:27])=[O:26])(=[O:23])=[O:22].C(OC(=O)C)(=O)C>CC1C=CC(C)=CC=1>[CH2:1]([O:5][C:6]1[CH:7]=[CH:8][C:9]([CH:10]=[C:24]([S:25]([CH3:28])(=[O:27])=[O:26])[S:21]([CH3:20])(=[O:23])=[O:22])=[CH:18][CH:19]=1)[CH2:2][CH2:3][CH3:4]. Procedure details: A mixture of 2.5 g (0.01 mol) of N-(4-butoxybenzylidene)aniline, 1.9 g (0.011 mol) of di(methylsulfonyl) methane, 1.1 mL of acetic anhydride, and 60 mL of p-xylene were heated at 120° C. for 3 days. Upon cooling, the contents of the reaction were chromatographed on silica gel, using dichloromethane as the eluent. Crystallization from toluene afforded 1.8 g (54%) of (6) as a white solid. Reactants: O1C=CC2=C1C=CC(=C2)CN (benzofuran-5-ylmethanamine), ClS(=O)(=O)C1=CC=C(C(=O)OC)C=C1 (methyl 4-(chlorosulfonyl)benzoate), Cl (HCl). Run in C(Cl)Cl (DCM). Run at time 3 hour. The product is O1C=CC2=C1C=CC(=C2)CNS(=O)(=O)C2=CC=C(C(=O)OC)C=C2 (Methyl 4-(N-(benzofuran-5-ylmethyl)sulfamoyl)benzoate). Isolated yield 54.8%. RXN SMILES: [O:1]1[C:5]2[CH:6]=[CH:7][C:8]([CH2:10][NH2:11])=[CH:9][C:4]=2[CH:3]=[CH:2]1.Cl[S:13]([C:16]1[CH:25]=[CH:24][C:19]([C:20]([O:22][CH3:23])=[O:21])=[CH:18][CH:17]=1)(=[O:15])=[O:14].Cl>C(Cl)Cl>[O:1]1[C:5]2[CH:6]=[CH:7][C:8]([CH2:10][NH:11][S:13]([C:16]3[CH:17]=[CH:18][C:19]([C:20]([O:22][CH3:23])=[O:21])=[CH:24][CH:25]=3)(=[O:15])=[O:14])=[CH:9][C:4]=2[CH:3]=[CH:2]1. Procedure details: To a solution of benzofuran-5-ylmethanamine (6.5 g, 28 mmol) in DCM (100 mL) was added methyl 4-(chlorosulfonyl)benzoate (4.1 g, 28 mmol) in portion wise at 0° C., and the mixture was stirred at room temperature for 3 hrs. The mixture was added 2 M aqueous HCl (80 mL) to give a white suspension. A half volume of DCM was removed by nitrogen flow, and the precipitates were collected by filtration, washed with water, and the solid was dried in vacuo at 50° C. to give 5.3 g (55% yield) of the titled... Reactants: CCCC[Sn](CCCC)(CCCC)c1sccc1C1OCCO1, Cc1ccccc1, O=[N+]([O-])c1ccccc1CBr. Product: O=[N+]([O-])c1ccccc1Cc1sccc1C1OCCO1. As a reaction SMILES: [CH2:1]([Sn:2]([CH2:3][CH2:4][CH2:5][CH3:16])([c:6]1[s:7][cH:8][cH:9][c:10]1[CH:11]1[O:12][CH2:13][CH2:14][O:15]1)[CH2:17][CH2:18][CH2:19][CH3:20])[CH2:21][CH2:22][CH3:23].[CH3:35][c:36]1[cH:37][cH:38][cH:39][cH:40][cH:41]1.[N+:24](=[O:25])([O-:26])[c:27]1[c:28]([CH2:29][Br:30])[cH:31][cH:32][cH:33][cH:34]1>>[c:6]1([CH2:29][c:28]2[c:27]([N+:24](=[O:25])[O-:26])[cH:34][cH:33][cH:32][cH:31]2)[s:7][cH:8][cH:9][c:10]1[CH:11]1[O:12][CH2:13][CH2:14][O:15]1. Starting materials: COc1c(C=Cc2ccc(NS(C)(=O)=O)cc2CBr)cc(-c2ccc(C)[nH]c2=O)cc1C(C)(C)C, C[O-], CO, [Na+]. Product: COCc1cc(NS(C)(=O)=O)ccc1C=Cc1cc(-c2ccc(C)[nH]c2=O)cc(C(C)(C)C)c1OC. RXN SMILES: [Br:1][CH2:2][c:3]1[cH:4][c:5]([NH:31][S:32](=[O:33])(=[O:34])[CH3:35])[cH:6][cH:7][c:8]1[CH:9]=[CH:10][c:11]1[c:12]([O:29][CH3:30])[c:13]([C:25]([CH3:26])([CH3:27])[CH3:28])[cH:14][c:15](-[c:17]2[c:18](=[O:24])[nH:19][c:20]([CH3:23])[cH:21][cH:22]2)[cH:16]1.[CH3:36][O-:37].[CH3:39][OH:40].[Na+:38]>>[CH2:2]([c:3]1[cH:4][c:5]([NH:31][S:32](=[O:33])(=[O:34])[CH3:35])[cH:6][cH:7][c:8]1[CH:9]=[CH:10][c:11]1[c:12]([O:29][CH3:30])[c:13]([C:25]([CH3:26])([CH3:27])[CH3:28])[cH:14][c:15](-[c:17]2[c:18](=[O:24])[nH:19][c:20]([CH3:23])[cH:21][cH:22]2)[cH:16]1)[O:37][CH3:36]. Reactants: CS(=O)(=O)C=1C=C(C=CC1OC)N1CCN(CC1)CCC (1-(3-Methanesulfonyl-4-methoxy-phenyl)-4-propyl-piperazine), Br (HBr). Conditions: temperature 120 celsius, time 3 hour. The product is CS(=O)(=O)C1=C(C=CC(=C1)N1CCN(CC1)CCC)O (2-Methanesulfonyl-4-(4-propyl-piperazin-1-yl)-phenol), Br (HBr). As a reaction SMILES: [CH3:1][S:2]([C:5]1[CH:6]=[C:7]([N:13]2[CH2:18][CH2:17][N:16]([CH2:19][CH2:20][CH3:21])[CH2:15][CH2:14]2)[CH:8]=[CH:9][C:10]=1[O:11]C)(=[O:4])=[O:3].[BrH:22]>>[CH3:1][S:2]([C:5]1[CH:6]=[C:7]([N:13]2[CH2:14][CH2:15][N:16]([CH2:19][CH2:20][CH3:21])[CH2:17][CH2:18]2)[CH:8]=[CH:9][C:10]=1[OH:11])(=[O:3])=[O:4].[BrH:22]. Procedure: 1-(3-Methanesulfonyl-4-methoxy-phenyl)-4-propyl-piperazine (30 mg) was dissolved in 48-% HBr (2 ml) and stirred at 120° C. under an Argon-atmosphere for 3 h. The excess of HBr was then evaporated and absolute ethanol added and evaporated. This procedure was repeated several times to yield an residue of 2-Methanesulfonyl-4-(4-propyl-piperazin-1-yl)-phenol×HBr. MS m/z (relative intensity, 70 eV) 298 (M+, 35), 269 (bp), 226 (15), 199 (12), 70 (62).